Task: describe an organic reaction: reactants, conditions, products, and yield. Dataset: the Open Reaction Database (ORD), a public repository of structured organic reaction records Starting materials: ClC1=CC(=C(C=C1)[C@@H](CC(=O)C1=CC(=NC=C1)C)C1=CC=C(C=C1)O)C ((S)-3-(4-chloro-2-methyl-phenyl)-3-(4-hydroxy-phenyl)-1-(2-methyl-pyridin-4-yl)-propan-1-one), Cl.NO (hydroxylamine hydrochloride), C(O)([O-])=O.[Na+] (sodium hydrogencarbonate). Yields the product ClC1=CC(=C(C=C1)[C@@H](CC(=NO)C1=CC(=NC=C1)C)C1=CC=C(C=C1)O)C ((S)-3-(4-Chloro-2-methyl-phenyl)-3-(4-hydroxy-phenyl)-1-(2-methyl-pyridin-4-yl)-propan-1-one oxime). Reaction SMILES: [Cl:1][C:2]1[CH:7]=[CH:6][C:5]([C@H:8]([C:19]2[CH:24]=[CH:23][C:22]([OH:25])=[CH:21][CH:20]=2)[CH2:9][C:10]([C:12]2[CH:17]=[CH:16][N:15]=[C:14]([CH3:18])[CH:13]=2)=O)=[C:4]([CH3:26])[CH:3]=1.Cl.[NH2:28][OH:29].C(=O)([O-])O.[Na+]>>[Cl:1][C:2]1[CH:7]=[CH:6][C:5]([C@H:8]([C:19]2[CH:24]=[CH:23][C:22]([OH:25])=[CH:21][CH:20]=2)[CH2:9][C:10]([C:12]2[CH:17]=[CH:16][N:15]=[C:14]([CH3:18])[CH:13]=2)=[N:28][OH:29])=[C:4]([CH3:26])[CH:3]=1 |f:1.2,3.4|. Procedure: In analogy to example 132, step 6, from (S)-3-(4-chloro-2-methyl-phenyl)-3-(4-hydroxy-phenyl)-1-(2-methyl-pyridin-4-yl)-propan-1-one and hydroxylamine hydrochloride in the presence of sodium hydrogencarbonate was prepared the title compound as a light yellow foam, MS (ESI+): m/z=381.2 ([M+H]+). Starting materials: O1C(CCCC1)OCCOC=1C=NC=CC1 (3-(2-(tetrahydropyran-2-yloxy)ethoxy)pyridine). Solvent: C(C)(=O)O (acetic acid), C1CCOC1 (THF), O (water). Yields the product OCCOC=1C=NC=CC1 (3-(2-hydroxyethoxy)pyridine). Isolated yield 84.2%. RXN SMILES: O1CCCCC1[O:7][CH2:8][CH2:9][O:10][C:11]1[CH:12]=[N:13][CH:14]=[CH:15][CH:16]=1>C(O)(=O)C.C1COCC1.O>[OH:7][CH2:8][CH2:9][O:10][C:11]1[CH:12]=[N:13][CH:14]=[CH:15][CH:16]=1. Procedure details: A solution of 3-(2-(tetrahydropyran-2-yloxy)ethoxy)pyridine (1.54 g, 7 mmol) in acetic acid (8 ml), THF (4 ml) and water (2 ml) was heated at 50° C. for 4 hours. The volatiles were removed by evaporation and the residue azeotroped with toluene to give 3-(2-hydroxyethoxy)pyridine (820 mg, 86%) as an off-white solid. The reactants are CCO, CCOCC, COCC(C)(N)CO, O=Cc1ccc2c3cccc4cccc(c5cccc1c52)c43. Product: COCC(C)(CO)NCc1ccc2c3cccc4cccc(c5cccc1c52)c43. Reaction SMILES: [CH3:31][CH2:32][OH:33].[CH3:34][CH2:35][O:36][CH2:37][CH3:38].[NH2:23][C:24]([CH2:25][OH:26])([CH2:27][O:28][CH3:29])[CH3:30].[cH:1]1[cH:2][c:3]([CH:21]=[O:22])[c:4]2[cH:5][cH:6][cH:7][c:8]3[c:9]4[cH:10][cH:11][cH:12][c:13]5[cH:14][cH:15][cH:16][c:17]([c:18]1[c:19]23)[c:20]45>>[cH:1]1[cH:2][c:3]([CH2:21][NH:23][C:24]([CH2:25][OH:26])([CH2:27][O:28][CH3:29])[CH3:30])[c:4]2[cH:5][cH:6][cH:7][c:8]3[c:9]4[cH:10][cH:11][cH:12][c:13]5[cH:14][cH:15][cH:16][c:17]([c:18]1[c:19]23)[c:20]45. Reactants: BrC1=CSC2=C1N=CNC2=O (7-bromothieno[3,2-d]pyrimidin-4(3H)-one), O=P(Cl)(Cl)Cl (POCl3), O=P(Cl)(Cl)Cl (POCl3). Reaction conditions: temperature 150 celsius, time 3 hour. Yields the product BrC1=CSC2=C1N=CN=C2Cl (7-bromo-4-chlorothieno[3,2-d]pyrimidine). Isolated yield 39.0%. RXN SMILES: [Br:1][C:2]1[C:6]2[N:7]=[CH:8][NH:9][C:10](=O)[C:5]=2[S:4][CH:3]=1.O=P(Cl)(Cl)[Cl:14]>>[Br:1][C:2]1[C:6]2[N:7]=[CH:8][N:9]=[C:10]([Cl:14])[C:5]=2[S:4][CH:3]=1. Procedure details: 7-bromothieno[3,2-d]pyrimidin-4(3H)-one (5.9 g) was dissolved in POCl3 (20 mL) and the reaction mixture was stirred at 150° C. for 3 hours. The reaction mixture was cooled to room temperature, and remaining POCl3 was concentrated and placed in ice water. The solid thus obtained was washed with sodium bicarbonate and dried using nitrogen gas. The resulting compound was further dried over anhydrous sodium sulfate, and filtered and distilled under reduced pressure to obtain the title compound (1.0 ... Reactants: COC(=O)C1=CC(=C(C(=O)O)C=C1)[N+](=O)[O-] (4-methoxycarbonyl-2-nitrobenzoic acid), NC1=NC=C(C=C1)Cl (2-amino-5-chloropyridine). Yields the product ClC=1C=CC(=NC1)NC(C1=C(C=C(C=C1)C(=O)OC)[N+](=O)[O-])=O (N-(5-Chloropyridin-2-yl)-4-methoxycarbonyl-2-nitrobenzamide). The yield is 73.5%. Procedure details: Using a similar procedure to that described in Example 1-A, 4-methoxycarbonyl-2-nitrobenzoic acid (1.87 g, 8.31 mmol) and 2-amino-5-chloropyridine (1.16 g, 9.14 mmol) afforded 2.05 g (74%) of the title compound. Reaction SMILES: [CH3:1][O:2][C:3]([C:5]1[CH:13]=[CH:12][C:8]([C:9]([OH:11])=O)=[C:7]([N+:14]([O-:16])=[O:15])[CH:6]=1)=[O:4].[NH2:17][C:18]1[CH:23]=[CH:22][C:21]([Cl:24])=[CH:20][N:19]=1>>[Cl:24][C:21]1[CH:22]=[CH:23][C:18]([NH:17][C:9](=[O:11])[C:8]2[CH:12]=[CH:13][C:5]([C:3]([O:2][CH3:1])=[O:4])=[CH:6][C:7]=2[N+:14]([O-:16])=[O:15])=[N:19][CH:20]=1. Reactants: [BH3-]C#N, CCOc1cc(C=O)cc(OCC)c1F, CCN(C(C)C)C(C)C, COc1nc(NCCO)nc(NC2CCNCC2)n1, CC(=O)O, CCO, [Na+], [Na+], [Na+], O=C([O-])[O-], O. Yields the product CCOc1cc(CN2CCC(Nc3nc(NCCO)nc(OC)n3)CC2)cc(OCC)c1F. Reaction SMILES: [C:48]([BH3-:49])#[N:50].[CH2:20]([CH3:21])[O:22][c:23]1[cH:24][c:25]([CH:26]=[O:27])[cH:28][c:29]([O:32][CH2:33][CH3:34])[c:30]1[F:31].[CH2:35]([N:36]([CH:37]([CH3:38])[CH3:39])[CH:40]([CH3:41])[CH3:42])[CH3:43].[CH3:1][O:2][c:3]1[n:4][c:5]([NH:16][CH2:17][CH2:18][OH:19])[n:6][c:7]([NH:9][CH:10]2[CH2:11][CH2:12][NH:13][CH2:14][CH2:15]2)[n:8]1.[CH3:44][C:45](=[O:46])[OH:47].[CH3:58][CH2:59][OH:60].[Na+:51].[Na+:52].[Na+:53].[O-:54][C:55](=[O:56])[O-:57].[OH2:61]>>[CH3:1][O:2][c:3]1[n:4][c:5]([NH:16][CH2:17][CH2:18][OH:19])[n:6][c:7]([NH:9][CH:10]2[CH2:11][CH2:12][N:13]([CH2:26][c:25]3[cH:24][c:23]([O:22][CH2:20][CH3:21])[c:30]([F:31])[c:29]([O:32][CH2:33][CH3:34])[cH:28]3)[CH2:14][CH2:15]2)[n:8]1. The reactants are CCOCC, [Mg+2], N, O=S(=O)([O-])[O-], CCCC(=O)CC(=O)OCC. As a reaction SMILES: [CH3:19][CH2:20][O:21][CH2:22][CH3:23].[Mg+2:13].[NH3:12].[O-:14][S:15](=[O:16])(=[O:17])[O-:18].[O:1]=[C:2]([CH2:3][C:4](=[O:5])[O:6][CH2:7][CH3:8])[CH2:9][CH2:10][CH3:11]>>[C:2](=[CH:3][C:4](=[O:5])[O:6][CH2:7][CH3:8])([CH2:9][CH2:10][CH3:11])[NH2:12]. The product is CCCC(N)=CC(=O)OCC.